This data is from the Open Reaction Database (ORD), a public repository of structured organic reaction records. The task is: describe an organic reaction: reactants, conditions, products, and yield Starting materials: COC(=O)c1ccc(CBr)cc1, O=C([O-])[O-], [K+], [K+], CC(=O)Nc1ccc(Sc2ccc(O)cc2N)cc1, CN(C)C=O. The product is COC(=O)c1ccc(COc2ccc(Sc3ccc(NC(C)=O)cc3)c(N)c2)cc1. As a reaction SMILES: [C:20](=[O:21])([O:22][CH3:23])[c:24]1[cH:25][cH:26][c:27]([CH2:28][Br:29])[cH:30][cH:31]1.[C:32](=[O:33])([O-:34])[O-:35].[K+:36].[K+:37].[NH2:1][c:2]1[c:3]([S:9][c:10]2[cH:11][cH:12][c:13]([NH:16][C:17]([CH3:18])=[O:19])[cH:14][cH:15]2)[cH:4][cH:5][c:6]([OH:8])[cH:7]1.[O:38]=[CH:39][N:40]([CH3:41])[CH3:42]>>[NH2:1][c:2]1[c:3]([S:9][c:10]2[cH:11][cH:12][c:13]([NH:16][C:17]([CH3:18])=[O:19])[cH:14][cH:15]2)[cH:4][cH:5][c:6]([O:8][CH2:28][c:27]2[cH:26][cH:25][c:24]([C:20](=[O:21])[O:22][CH3:23])[cH:31][cH:30]2)[cH:7]1. The reactants are CC(=O)OCc1c(Br)cc(F)cc1N1CCn2c(cc3c2C2CCC3C2)C1=O, O=C([O-])[O-], CN1CCN(c2ccc(Nc3cc(B4OC(C)(C)C(C)(C)O4)cn(C)c3=O)nc2)CC1, COCCOC, [Na+], [Na+]. The product is CC(=O)OCc1c(-c2cc(Nc3ccc(N4CCN(C)CC4)cn3)c(=O)n(C)c2)cc(F)cc1N1CCn2c(cc3c2C2CCC3C2)C1=O. Reaction SMILES: [C:1]([CH3:2])(=[O:3])[O:4][CH2:5][c:6]1[c:7]([Br:28])[cH:8][c:9]([F:27])[cH:10][c:11]1[N:12]1[CH2:13][CH2:14][n:15]2[c:16]3[c:21]([cH:22][c:23]2[C:24]1=[O:25])[CH:20]1[CH2:19][CH2:18][CH:17]3[CH2:26]1.[C:60](=[O:61])([O-:62])[O-:63].[CH3:29][n:30]1[c:31](=[O:59])[c:32]([NH:45][c:46]2[n:47][cH:48][c:49]([N:52]3[CH2:53][CH2:54][N:55]([CH3:58])[CH2:56][CH2:57]3)[cH:50][cH:51]2)[cH:33][c:34]([B:36]2[O:37][C:38]([CH3:39])([CH3:40])[C:41]([CH3:42])([CH3:43])[O:44]2)[cH:35]1.[CH3:66][O:67][CH2:68][CH2:69][O:70][CH3:71].[Na+:64].[Na+:65]>>[C:1]([CH3:2])(=[O:3])[O:4][CH2:5][c:6]1[c:7](-[c:34]2[cH:33][c:32]([NH:45][c:46]3[n:47][cH:48][c:49]([N:52]4[CH2:53][CH2:54][N:55]([CH3:58])[CH2:56][CH2:57]4)[cH:50][cH:51]3)[c:31](=[O:59])[n:30]([CH3:29])[cH:35]2)[cH:8][c:9]([F:27])[cH:10][c:11]1[N:12]1[CH2:13][CH2:14][n:15]2[c:16]3[c:21]([cH:22][c:23]2[C:24]1=[O:25])[CH:20]1[CH2:19][CH2:18][CH:17]3[CH2:26]1. The reactants are crown ether, C1COCCOCCOCCOCCOCCO1 (18-crown-6), C(F)(F)(F)C(Br)C(F)(F)Br (CF3CHBrCF2Br). Product: C(F)(F)(F)C(Br)=C(F)F (CF3CBr═CF2). As a reaction SMILES: C1OCCOCCOCCOCCOCCOC1.[C:19]([CH:23]([C:25](Br)([F:27])[F:26])[Br:24])([F:22])([F:21])[F:20]>>[C:19]([C:23](=[C:25]([F:27])[F:26])[Br:24])([F:22])([F:21])[F:20]. Procedure: To a 250 mL 3-necked round bottom flask operating under nitrogen purge, equipped with a water condenser (at about 15-20° C.), stirrer, and fitted with a dry ice trap (at about −78° C.), was added 100 mL aqueous potassium hydroxide (23 wt. %) solution and the crown ether, 18-crown-6, (0.1 g, 0.37 mmol) To this solution at about 20° C., was added CF3CHBrCF2Br (24.6 g, 84 mmol) drop-wise via an addition funnel over a period of about 35 minutes. The dehydrobrominated product, CF3CBr═CF2 (gas chromat... Reactants: [B]1OC2=CC=CC=C2O1 (Catecholborane), C(=O)([O-])[O-].[Na+].[Na+] (Na2CO3), COC(C(=O)C=1C(=NC=2CCN(CC2C1C1=CC=C(C=C1)C)C(=O)OCC1=CC=CC=C1)C)=O (benzyl 3-(2-methoxy-2-oxoacetyl)-2-methyl-4-(p-tolyl)-7,8-dihydro-1,6-naphthyridine-6(5H)-carboxylate), COC(C(=O)C=1C(=NC=2CCN(CC2C1C1=CC=C(C=C1)C)C(=O)OCC1=CC=CC=C1)C)=O (benzyl 3-(2-methoxy-2-oxoacetyl)-2-methyl-4-(p-tolyl)-7,8-dihydro-1,6-naphthyridine-6(5H)-carboxylate). Solvent: C1(=CC=CC=C1)C (toluene), CCOC(=O)C (EtOAc). Reaction conditions: temperature -35 celsius, time 30 minute. The product is OC(C(=O)OC)C=1C(=NC=2CCN(CC2C1C1=CC=C(C=C1)C)C(=O)OCC1=CC=CC=C1)C (benzyl 3-(1-hydroxy-2-methoxy-2-oxoethyl)-2-methyl-4-(p-tolyl)-7,8-dihydro-1,6-naphthyridine-6(5H)-carboxylate). The yield is 50.7%. As a reaction SMILES: [CH3:1][O:2][C:3](=[O:34])[C:4]([C:6]1[C:7]([CH3:33])=[N:8][C:9]2[CH2:10][CH2:11][N:12]([C:23]([O:25][CH2:26][C:27]3[CH:32]=[CH:31][CH:30]=[CH:29][CH:28]=3)=[O:24])[CH2:13][C:14]=2[C:15]=1[C:16]1[CH:21]=[CH:20][C:19]([CH3:22])=[CH:18][CH:17]=1)=[O:5].[B]1OC2C(=CC=CC=2)O1.C([O-])([O-])=O.[Na+].[Na+]>C1(C)C=CC=CC=1.CCOC(C)=O>[OH:5][CH:4]([C:6]1[C:7]([CH3:33])=[N:8][C:9]2[CH2:10][CH2:11][N:12]([C:23]([O:25][CH2:26][C:27]3[CH:28]=[CH:29][CH:30]=[CH:31][CH:32]=3)=[O:24])[CH2:13][C:14]=2[C:15]=1[C:16]1[CH:21]=[CH:20][C:19]([CH3:22])=[CH:18][CH:17]=1)[C:3]([O:2][CH3:1])=[O:34] |f:2.3.4,^1:34|. Procedure details: A solution of benzyl 3-(2-methoxy-2-oxoacetyl)-2-methyl-4-(p-tolyl)-7,8-dihydro-1,6-naphthyridine-6(5H)-carboxylate (2.53 g, 5.52 mmol) (intermediate 10) and 1M (toluene) R-5,5-diphenyl-2-methyl-3,4-propano-1,3,2-oxazaborlidine (2.21 ml, 2.21 mmol) in toluene (100 ml) was cooled to −35° C. Catecholborane (50 wt % in toluene) (1.65 ml, 7.73 mmol) was added dropwise and the solution stirred at −35° C. for 30 min then at −15° C. for 2 h. The reaction was diluted with EtOAc and stirred vigorously wi...